From a dataset of the Open Reaction Database (ORD), a public repository of structured organic reaction records. describe an organic reaction: reactants, conditions, products, and yield Starting materials: C(C)(C)(C)OC(=O)N[C@@H]1CN(C[C@@H](C1)C)C1=C(C=NC=C1)NC(=O)C1=NC2=CC(=CC=C2C=C1NC(OCC1=CC=CC=C1)=O)N1CCOCC1 (benzyl (2-{[(4-{(3S,5R)-3-[(tert-butoxycarbonyl)amino]-5-methylpiperidin-1-yl}pyridin-3-yl)amino]carbonyl}-7-morpholin-4-ylquinolin-3-yl)carbamate), Cl (HCl). Run in O1CCOCC1 (dioxane), CO (MeOH). Reaction conditions: time 1 hour. The product is N[C@@H]1CN(C[C@@H](C1)C)C1=C(C=NC=C1)NC(=O)C1=NC2=CC(=CC=C2C=C1NC(OCC1=CC=CC=C1)=O)N1CCOCC1 (Benzyl {2-[({4-[(3S,5R)-3-amino-5-methylpiperidin-1-yl]pyridin-3-yl}amino)carbonyl]-7-morpholin-4-ylquinolin-3-yl}carbamate), Cl (HCl). RXN SMILES: C(OC([NH:8][C@H:9]1[CH2:14][C@@H:13]([CH3:15])[CH2:12][N:11]([C:16]2[CH:21]=[CH:20][N:19]=[CH:18][C:17]=2[NH:22][C:23]([C:25]2[C:34]([NH:35][C:36](=[O:45])[O:37][CH2:38][C:39]3[CH:44]=[CH:43][CH:42]=[CH:41][CH:40]=3)=[CH:33][C:32]3[C:27](=[CH:28][C:29]([N:46]4[CH2:51][CH2:50][O:49][CH2:48][CH2:47]4)=[CH:30][CH:31]=3)[N:26]=2)=[O:24])[CH2:10]1)=O)(C)(C)C.[ClH:52]>O1CCOCC1.CO>[NH2:8][C@H:9]1[CH2:14][C@@H:13]([CH3:15])[CH2:12][N:11]([C:16]2[CH:21]=[CH:20][N:19]=[CH:18][C:17]=2[NH:22][C:23]([C:25]2[C:34]([NH:35][C:36](=[O:45])[O:37][CH2:38][C:39]3[CH:44]=[CH:43][CH:42]=[CH:41][CH:40]=3)=[CH:33][C:32]3[C:27](=[CH:28][C:29]([N:46]4[CH2:47][CH2:48][O:49][CH2:50][CH2:51]4)=[CH:30][CH:31]=3)[N:26]=2)=[O:24])[CH2:10]1.[ClH:52]. Procedure: To the amide intermediate, 1 mL of 4 M HCl in dioxane and 1 mL of MeOH were added. The mixture was stirred at room temperature for 1 h, then concentrated under reduced pressure to give the sub-title compound as a HCl salt. LCMS calc. for C33H38N7O4 [M+H]+: m/z=596.3. found: 596.3. Starting materials: C1(CCCC1)C=1N=C(C2=C(N1)CCCS2(=O)=O)CC2=CC=C(C=C2)CC(=O)OC (methyl 2-(4-((2-cyclopentyl-5,5-dioxido-7,8-dihydro-6H-thiopyrano[3,2-d]pyrimidin-4-yl)methyl)phenyl)acetate), CC(C)C[AlH]CC(C)C (DIBAL). The product is C1(CCCC1)C=1N=C(C2=C(N1)CCCS2(=O)=O)CC2=CC=C(C=C2)CCO (2-Cyclopentyl-4-(4-(2-hydroxyethyl)benzyl)-7,8-dihydro-6H-thiopyrano[3,2-d]pyrimidine 5,5-dioxide). Yield: 73.9%. Reaction SMILES: [CH:1]1([C:6]2[N:7]=[C:8]([CH2:18][C:19]3[CH:24]=[CH:23][C:22]([CH2:25][C:26](OC)=[O:27])=[CH:21][CH:20]=3)[C:9]3[S:15](=[O:17])(=[O:16])[CH2:14][CH2:13][CH2:12][C:10]=3[N:11]=2)[CH2:5][CH2:4][CH2:3][CH2:2]1.CC(C[AlH]CC(C)C)C>>[CH:1]1([C:6]2[N:7]=[C:8]([CH2:18][C:19]3[CH:24]=[CH:23][C:22]([CH2:25][CH2:26][OH:27])=[CH:21][CH:20]=3)[C:9]3[S:15](=[O:17])(=[O:16])[CH2:14][CH2:13][CH2:12][C:10]=3[N:11]=2)[CH2:5][CH2:4][CH2:3][CH2:2]1. Procedure details: Following general procedure E1, methyl 2-(4-((2-cyclopentyl-5,5-dioxido-7,8-dihydro-6H-thiopyrano[3,2-d]pyrimidin-4-yl)methyl)phenyl)acetate (0.060 g, 0.14 mmol) was reacted with DIBAL (1.0 M, 0.58 mL, 0.58 mmol) to afford the title compound (0.040 g, 71%) as a white solid. MW=386.51. 1H NMR (DMSO-d6, 500 MHz) δ 7.26 (d, J=8.5 Hz, 2H), 7.11 (d, J=8.5 Hz, 2H), 4.58 (t, J=5.5 Hz, 1H), 4.38 (s, 2H), 3.69-3.62 (m, 2H), 3.59-3.52 (m, 2H), 3.23 (quin, J=8.0 Hz, 1H), 3.06 (t, J=6.5 Hz, 2H), 2.66 (t, J=...